Dataset: the Open Reaction Database (ORD), a public repository of structured organic reaction records. Task: describe an organic reaction: reactants, conditions, products, and yield Reactants: COC=C1C(=O)NC(=O)c2ccc(Br)cc21, CN(C)C=O, Cl[Pd]Cl, c1ccc(P(c2ccccc2)c2ccccc2)cc1, c1ccc(P(c2ccccc2)c2ccccc2)cc1, CCCC[Sn](CCCC)(CCCC)c1ccco1. Product: COC=C1C(=O)NC(=O)c2ccc(-c3ccco3)cc21. Reaction SMILES: [Br:1][c:2]1[cH:3][c:4]2[c:9]([cH:10][cH:11]1)[C:8](=[O:12])[NH:7][C:6](=[O:13])[C:5]2=[CH:14][O:15][CH3:16].[CH3:35][N:36]([CH3:37])[CH:38]=[O:39].[Pd:40]([Cl:41])[Cl:42].[c:43]1([P:44]([c:45]2[cH:46][cH:47][cH:48][cH:49][cH:50]2)[c:51]2[cH:52][cH:53][cH:54][cH:55][cH:56]2)[cH:57][cH:58][cH:59][cH:60][cH:61]1.[c:62]1([P:63]([c:64]2[cH:65][cH:66][cH:67][cH:68][cH:69]2)[c:70]2[cH:71][cH:72][cH:73][cH:74][cH:75]2)[cH:76][cH:77][cH:78][cH:79][cH:80]1.[o:17]1[c:18]([Sn:22]([CH2:23][CH2:24][CH2:25][CH3:26])([CH2:27][CH2:28][CH2:29][CH3:30])[CH2:31][CH2:32][CH2:33][CH3:34])[cH:19][cH:20][cH:21]1>>[c:2]1(-[c:18]2[o:17][cH:21][cH:20][cH:19]2)[cH:3][c:4]2[c:9]([cH:10][cH:11]1)[C:8](=[O:12])[NH:7][C:6](=[O:13])[C:5]2=[CH:14][O:15][CH3:16]. Reaction conditions: temperature 100 celsius. Reaction SMILES: [Br:1][C:2]1[CH:3]=[C:4]([NH:9]C(=O)C)[CH:5]=[C:6]([F:8])[CH:7]=1.Cl.[OH-].[Na+]>C(O)C>[Br:1][C:2]1[CH:3]=[C:4]([CH:5]=[C:6]([F:8])[CH:7]=1)[NH2:9] |f:2.3|. Procedure details: To a solution of N-(3-bromo-5-fluorophenyl)acetamide (Intermediate 181, 8.7 g, 37.4 mmol) in ethanol (30 mL) was added concentrated hydrochloric acid (80 mL). The reaction was heated to 100° C. for 1 hr. It was cooled to room temperature and neutralized with 5N sodium hydroxide. The crude product was extracted with ethyl acetate (2×100 mL), the combined organic layers were washed with brine, dried over magnesium sulfate, filtered, and concentrated to dryness. Chromatography on silica gel with a ... Starting materials: [OH-].[Na+] (sodium hydroxide), BrC=1C=C(C=C(C1)F)NC(C)=O (N-(3-bromo-5-fluorophenyl)acetamide), BrC=1C=C(C=C(C1)F)NC(C)=O (N-(3-bromo-5-fluorophenyl)acetamide), Cl (hydrochloric acid). The yield is 74.6%. Product: BrC=1C=C(N)C=C(C1)F (3-Bromo-5-fluoroaniline). The solvent is C(C)O (ethanol). Starting materials: C(C)C1CC(C1)C(=O)O (3-ethylcyclobutanecarboxylic acid), ICCCC (1-iodobutane), resultant product, CI (methyl iodide), C1(CCC1)C(=O)O (cyclobutanecarboxylic acid). Yields the product C(CCC)C1(CCC1)C(=O)O (1-Butylcyclobutanecarboxylic acid). RXN SMILES: C([CH:3]1[CH2:6][CH:5]([C:7]([OH:9])=[O:8])[CH2:4]1)C.CI.[CH:12]1(C(O)=O)[CH2:15][CH2:14][CH2:13]1.ICCCC>>[CH2:15]([C:5]1([C:7]([OH:9])=[O:8])[CH2:4][CH2:3][CH2:6]1)[CH2:12][CH2:13][CH3:14]. Procedure: The title compound was prepared as in Example 2A by replacing 3-ethylcyclobutanecarboxylic acid and methyl iodide respectively with cyclobutanecarboxylic acid and 1-iodobutane (Aldrich Chemical Company; Beilstein 1: 123). The resultant product had the following physical characterisics: Starting materials: COC(=O)c1ccc2c(c1)C(=CCCl)c1ccccc1CO2, O=[N+]([O-])c1ccc2nc[nH]c2c1. The product is COC(=O)c1ccc2c(c1)C(=CCn1cnc3ccc([N+](=O)[O-])cc31)c1ccccc1CO2. RXN SMILES: [Cl:1][CH2:2][CH:3]=[C:4]1[c:5]2[c:6]([cH:15][cH:16][c:17]([C:19](=[O:20])[O:21][CH3:22])[cH:18]2)[O:7][CH2:8][c:9]2[c:10]1[cH:11][cH:12][cH:13][cH:14]2.[N+:23](=[O:24])([O-:25])[c:26]1[cH:27][c:28]2[c:29]([n:30][cH:31][nH:32]2)[cH:33][cH:34]1>>[CH2:2]([CH:3]=[C:4]1[c:5]2[c:6]([cH:15][cH:16][c:17]([C:19](=[O:20])[O:21][CH3:22])[cH:18]2)[O:7][CH2:8][c:9]2[c:10]1[cH:11][cH:12][cH:13][cH:14]2)[n:32]1[c:28]2[cH:27][c:26]([N+:23](=[O:24])[O-:25])[cH:34][cH:33][c:29]2[n:30][cH:31]1.